Dataset: the Open Reaction Database (ORD), a public repository of structured organic reaction records. Task: describe an organic reaction: reactants, conditions, products, and yield Starting materials: [N+](=O)(O)[O-] (nitric acid), FC1=CC2=C(N(C(CO2)=O)CCC)C=C1 (7-fluoro-4-propyl-2H-1,4-benzoxazin-3(4H)-one), O (water). Solvent: S(O)(O)(=O)=O (sulfuric acid), S(O)(O)(=O)=O (sulfuric acid). Reaction conditions: temperature -5 celsius, time 10 minute. Product: FC1=CC2=C(N(C(CO2)=O)CCC)C=C1[N+](=O)[O-] (7-Fluoro-6-nitro-4-propyl-2H-1,4-benzoxazin-3(4H)-one). RXN SMILES: [F:1][C:2]1[CH:15]=[CH:14][C:5]2[N:6]([CH2:11][CH2:12][CH3:13])[C:7](=[O:10])[CH2:8][O:9][C:4]=2[CH:3]=1.[N+:16]([O-])([OH:18])=[O:17].O>S(=O)(=O)(O)O>[F:1][C:2]1[C:15]([N+:16]([O-:18])=[O:17])=[CH:14][C:5]2[N:6]([CH2:11][CH2:12][CH3:13])[C:7](=[O:10])[CH2:8][O:9][C:4]=2[CH:3]=1. Procedure: A stirred solution of 20.0 grams (0.096 mole) of 7-fluoro-4-propyl-2H-1,4-benzoxazin-3(4H)-one in 100 ml of concentrated sulfuric acid was cooled to -10°C. A mixture of 10 ml of nitric acid (70% nitric acid by weight in water) and 10 ml of concentrated sulfuric acid was added dropwise during a 20 minute period. After complete addition the mixture was stirred at -5° C. for 10 minutes. The reaction mixture was poured into water which was extracted with ethyl acetate. The extract was dried over anh... Reactants: NC1=NC(=C2N=CN(C2=N1)[C@H]1C=C[C@H](C1)CO)Cl ((±)-cis-4-(2-Amino-6-chloro-9H-purin-9-yl)-2-cyclopentene-1-methanol), CNC (dimethylamine), [OH-].[Na+] (NaOH). Product: NC1=NC(=C2N=CN(C2=N1)[C@H]1C=C[C@H](C1)CO)N(C)C ((±)-cis-4-(2-Amino-6-dimethylamino-9H-purin-9-yl)-2-cyclopentene-1-methanol). As a reaction SMILES: [NH2:1][C:2]1[N:10]=[C:9]2[C:5]([N:6]=[CH:7][N:8]2[C@@H:11]2[CH2:15][C@H:14]([CH2:16][OH:17])[CH:13]=[CH:12]2)=[C:4](Cl)[N:3]=1.[OH-].[Na+].[CH3:21][NH:22][CH3:23]>>[NH2:1][C:2]1[N:10]=[C:9]2[C:5]([N:6]=[CH:7][N:8]2[C@@H:11]2[CH2:15][C@H:14]([CH2:16][OH:17])[CH:13]=[CH:12]2)=[C:4]([N:22]([CH3:23])[CH3:21])[N:3]=1 |f:1.2|. Reported procedure: (±)-cis-4-(2-Amino-6-chloro-9H-purin-9-yl)-2-cyclopentene-1-methanol (0.400 g, 1.5 mmol) from Example 4 and dimethylamine (25% aqueous solution, 20 mL) was stirred at 80° C. for 0.5 hours. The reaction mixture was allowed to cool to room temperature before the addition of 1.5 mL of 1 N NaOH. Concentration of the solution afforded the crude product which was purified by elution from a silica gel column with 5% methanol-chloroform (0.310 g, 75%). Crystallization of such a sample from ethanol-water... The reactants are BrC1=C(C(=O)OC)C=C(C=C1N)F (methyl 2-bromo-5-fluoro-3-aminobenzoate), O=C1CN(CC(C1)=O)C(=O)OCC1=CC=CC=C1 (benzyl 3,5-dioxopiperidine-1-carboxylate), CN(CCN1CC=2C=3C=4C(=CC=CC4NC3C1)C(NN2)=O)C (2-(2-(dimethylamino)ethyl)-2,3,4,9-tetrahydro-2,4,9,10-tetraazacyclohepta[def]fluoren-8(1H)-one). Product: CN(CCN1CC=2C=3C=4C(=CC(=CC4NC3C1)F)C(NN2)=O)C (2-(2-(Dimethylamino)ethyl)-6-fluoro-2,3,4,9-tetrahydro-2,4,9,10-tetraazacyclohepta[def]fluoren-8(1H)-one). RXN SMILES: Br[C:2]1[C:11]([NH2:12])=[CH:10][C:9]([F:13])=[CH:8][C:3]=1[C:4]([O:6]C)=O.O=C1CC(=O)CN(C(OCC2C=CC=CC=2)=O)C1.[CH3:32][N:33]([CH3:53])[CH2:34][CH2:35][N:36]1[CH2:48][C:47]2NC3C=CC=C4C(=O)[NH:50][N:51]=[C:38]([C:39]=2C=34)[CH2:37]1>>[CH3:32][N:33]([CH3:53])[CH2:34][CH2:35][N:36]1[CH2:48][C:47]2[NH:12][C:11]3[CH:10]=[C:9]([F:13])[CH:8]=[C:3]4[C:4](=[O:6])[NH:50][N:51]=[C:38]([C:39]=2[C:2]=34)[CH2:37]1. Procedure details: Compound 61 was prepared from methyl 2-bromo-5-fluoro-3-aminobenzoate and benzyl 3,5-dioxopiperidine-1-carboxylate according to the procedures similar to those for Compound 60. 1H NMR δ 10.1 (s, 1H), 7.58 (dd, 1H, J=1.8, 10.2 Hz), 7.21 (dd, 1H, J=1.8, 10.2 Hz), 4.20-4.22 (m, 2H), 4.03 (s, 2H), 3.42 (s, 2H), 2.51-2.54 (m, 2H), and 2.19 (s, 6H). MS (ESI) m/e [M+1]+316. The reactants are C(C)(=O)OC1(C(C(OC1)=O)CCCCC)C (4-Acetoxy-4-methyl-3-pentyl-tetrahydrofuran-2-one), C1(=CC=C(C=C1)S(=O)(=O)O)C (p-toluenesulphonic acid). Run in C(C)(=O)O (acetic acid). Run at time 4 hour. Yields the product CC1=C(C(OC1)=O)CCCCC (4-methyl-3-pentyl-2(5H)furanone). Yield: 77.2%. Reaction SMILES: C(O[C:5]1([CH3:16])[CH2:9][O:8][C:7](=[O:10])[CH:6]1[CH2:11][CH2:12][CH2:13][CH2:14][CH3:15])(=O)C.C1(C)C=CC(S(O)(=O)=O)=CC=1>C(O)(=O)C>[CH3:16][C:5]1[CH2:9][O:8][C:7](=[O:10])[C:6]=1[CH2:11][CH2:12][CH2:13][CH2:14][CH3:15]. Reported procedure: 4-Acetoxy-4-methyl-3-pentyl-tetrahydrofuran-2-one (125.33 g, 549 mmol) is placed with 2.61 g (13.7 mmol) of p-toluenesulphonic acid and held at 150° C. for 4 hours while stirring. The acetic acid which is cleaved off is distilled off over a Vigreux column. The reaction solution, cooled to room temperature, is diluted with 500 ml of ether and washed in a separating funnel with 2×200 ml of sat. NaCl solution. Drying of the ether phase over MgSO4 and concentration on a rotary evaporator as well as ... The reactants are FC1=C(C=C(C(=C1)OC1=C2C(=NC=C1)C=C(S2)I)F)C=2C(N(C(=NC2)NC2=CC=CC=C2)C)=O (5-(2,5-difluoro-4-(2-iodothieno[3,2-b]pyridin-7-yloxy)phenyl)-3-methyl-2-(phenylamino)pyrimidin-4(3H)-one), N1(CCOCC1)C(=O)C1=CC=C(C=C1)B(O)O (4-(morpholine-4-carbonyl)phenylboronic acid), [Cl-].[Li+] (lithium chloride). The reagents and catalysts are C=1C=CC(=CC1)[P](C=2C=CC=CC2)(C=3C=CC=CC3)[Pd]([P](C=4C=CC=CC4)(C=5C=CC=CC5)C=6C=CC=CC6)([P](C=7C=CC=CC7)(C=8C=CC=CC8)C=9C=CC=CC9)[P](C=1C=CC=CC1)(C=1C=CC=CC1)C=1C=CC=CC1 (Pd(PPh3)4). Run in O1CCOCC1 (dioxane), C(=O)([O-])[O-].[Na+].[Na+] (Na2CO3). Run at temperature 100 celsius, time 30 minute. Product: FC1=C(C=C(C(=C1)OC1=C2C(=NC=C1)C=C(S2)C2=CC=C(C=C2)C(=O)N2CCOCC2)F)C=2C(N(C(=NC2)NC2=CC=CC=C2)C)=O (5-(2,5-difluoro-4-(2-(4-(morpholine-4-carbonyl)phenyl)thieno[3,2-b]pyridin-7-yloxy)phenyl)-3-methyl-2-(phenylamino)pyrimidin-4(3H)-one). Reaction SMILES: [F:1][C:2]1[CH:7]=[C:6]([O:8][C:9]2[CH:14]=[CH:13][N:12]=[C:11]3[CH:15]=[C:16](I)[S:17][C:10]=23)[C:5]([F:19])=[CH:4][C:3]=1[C:20]1[C:21](=[O:34])[N:22]([CH3:33])[C:23]([NH:26][C:27]2[CH:32]=[CH:31][CH:30]=[CH:29][CH:28]=2)=[N:24][CH:25]=1.[N:35]1([C:41]([C:43]2[CH:48]=[CH:47][C:46](B(O)O)=[CH:45][CH:44]=2)=[O:42])[CH2:40][CH2:39][O:38][CH2:37][CH2:36]1.[Cl-].[Li+]>O1CCOCC1.C([O-])([O-])=O.[Na+].[Na+].C1C=CC([P]([Pd]([P](C2C=CC=CC=2)(C2C=CC=CC=2)C2C=CC=CC=2)([P](C2C=CC=CC=2)(C2C=CC=CC=2)C2C=CC=CC=2)[P](C2C=CC=CC=2)(C2C=CC=CC=2)C2C=CC=CC=2)(C2C=CC=CC=2)C2C=CC=CC=2)=CC=1>[F:1][C:2]1[CH:7]=[C:6]([O:8][C:9]2[CH:14]=[CH:13][N:12]=[C:11]3[CH:15]=[C:16]([C:46]4[CH:45]=[CH:44][C:43]([C:41]([N:35]5[CH2:40][CH2:39][O:38][CH2:37][CH2:36]5)=[O:42])=[CH:48][CH:47]=4)[S:17][C:10]=23)[C:5]([F:19])=[CH:4][C:3]=1[C:20]1[C:21](=[O:34])[N:22]([CH3:33])[C:23]([NH:26][C:27]2[CH:32]=[CH:31][CH:30]=[CH:29][CH:28]=2)=[N:24][CH:25]=1 |f:2.3,5.6.7,^1:69,71,90,109|. Reported procedure: A suspension of 5-(2,5-difluoro-4-(2-iodothieno[3,2-b]pyridin-7-yloxy)phenyl)-3-methyl-2-(phenylamino)pyrimidin-4(3H)-one (0.0105 g, 0.0178 mmol), 4-(morpholine-4-carbonyl)phenylboronic acid (0.005 g, 0.021 mmol), Pd(PPh3)4 (0.001 g, 0.001 mmol) and lithium chloride (0.003 g, 0.071 mmol) in dioxane (0.5 mL) and 2M aqueous Na2CO3 (0.5 mL) was stirred at 100° C. for 30 minutes. The reaction mixture was cooled to room temperature and then partitioned between EtOAc and H2O. The layers were separated... The product is CCCCCCCCOC(=O)c1ccc(C=O)cc1. RXN SMILES: [C:2]([c:3]1[cH:4][cH:5][c:6]([CH:7]=[O:8])[cH:9][cH:10]1)(=[O:11])[OH:12].[CH2:13]([CH2:14][CH2:15][CH2:16][CH2:17][CH2:18][CH2:19][CH3:20])[OH:21].[CH3:23][c:24]1[cH:25][cH:26][cH:27][cH:28][cH:29]1.[Cl-:1].[ClH:22].[cH:30]1[cH:31][cH:32][n:33][cH:34][cH:35]1>>[C:2]([c:3]1[cH:4][cH:5][c:6]([CH:7]=[O:8])[cH:9][cH:10]1)([O:11][CH2:13][CH2:14][CH2:15][CH2:16][CH2:17][CH2:18][CH2:19][CH3:20])=[O:12]. Starting materials: O=Cc1ccc(C(=O)O)cc1, CCCCCCCCO, Cc1ccccc1, [Cl-], Cl, c1ccncc1. The reactants are Cl (hydrochloric acid), BrC=1C=CC(=C(CN(CC)C2=CC=C(N=N2)C#N)C1)OCCC (6-[N-(5-Bromo-2-propoxybenzyl)-N-ethylamino]-3-cyanopyridazine), [Cl-].C(C)[NH+](CC)CC (triethylammonium chloride), [N-]=[N+]=[N-].[Na+] (sodium azide). Run in CC(=O)N(C)C (DMA). Reaction conditions: temperature 110 celsius. The product is BrC=1C=CC(=C(CN(CC)C2=CC=C(N=N2)C2=NN=NN2)C1)OCCC (5-[6-(N-[5-Bromo-2-propoxybenzyl]-N-ethylamino)pyridazin-3-yl]tetrazole). Yield: 86.4%. RXN SMILES: [Br:1][C:2]1[CH:3]=[CH:4][C:5]([O:20][CH2:21][CH2:22][CH3:23])=[C:6]([CH:19]=1)[CH2:7][N:8]([C:11]1[N:16]=[N:15][C:14]([C:17]#[N:18])=[CH:13][CH:12]=1)[CH2:9][CH3:10].[N-:24]=[N+:25]=[N-:26].[Na+].[Cl-].C([NH+](CC)CC)C.Cl>CC(N(C)C)=O>[Br:1][C:2]1[CH:3]=[CH:4][C:5]([O:20][CH2:21][CH2:22][CH3:23])=[C:6]([CH:19]=1)[CH2:7][N:8]([C:11]1[N:16]=[N:15][C:14]([C:17]2[NH:26][N:25]=[N:24][N:18]=2)=[CH:13][CH:12]=1)[CH2:9][CH3:10] |f:1.2,3.4|. Reported procedure: 6-[N-(5-Bromo-2-propoxybenzyl)-N-ethylamino]-3-cyanopyridazine (reference example 18) (1.0 g, 2.67 mmol), was dissolved in DMA (15 ml) and treated with sodium azide (520 mg, 8.0 mmol) followed by triethylammonium chloride (550 mg, 4.0 mmol) and the mixture heated at 110° C. for 3 hours. The solution was poured 2M hydrochloric acid (50 ml), extracted with ethyl acetate and dichloromethane (100 ml of each) and the combined extracts washed with water (3×100 ml), dried over MgSO4 and concentrated in... The reactants are CO, Cc1ccccc1, N#CC1=C(C#N)C(=O)C(Cl)=C(Cl)C1=O, O=CC=Cc1ccccc1. The product is COC(=O)C=Cc1ccccc1. Reaction SMILES: [CH3:25][OH:26].[CH3:27][c:28]1[cH:29][cH:30][cH:31][cH:32][cH:33]1.[Cl:11][C:12]1=[C:23]([Cl:24])[C:16](=[O:19])[C:20]([C:21]#[N:22])=[C:15]([C:17]#[N:18])[C:13]1=[O:14].[O:1]=[CH:2][CH:3]=[CH:4][c:5]1[cH:6][cH:7][cH:8][cH:9][cH:10]1>>[O:1]=[C:2]([CH:3]=[CH:4][c:5]1[cH:6][cH:7][cH:8][cH:9][cH:10]1)[O:19][CH3:16].